This data is from the Open Reaction Database (ORD), a public repository of structured organic reaction records. The task is: describe an organic reaction: reactants, conditions, products, and yield Reactants: C(#N)C1=CC=C(C=C1)CCC(C(=O)N)C1N(C=2C=CC=CC2C2=CC=CC=C12)S(=O)(=O)C1=CC(=C(C=C1)Cl)Cl (2-(4-Cyano-phenyl-ethyl]-2-[5-(3,4-dichloro-benzenesulfonyl)-5,6-dihydro-phenanthridin-6-yl]-acetamide), C([O-])([O-])=O.[NH4+].[NH4+] (ammonium carbonate), C(C)O (ethanol). The product is C(N)(=N)C1=CC=C(C=C1)CCNC(CC1N(C=2C=CC=CC2C2=CC=CC=C12)S(=O)(=O)C1=CC(=C(C=C1)Cl)Cl)=O (N-[2-(4-Carbamimidoyl-phenyl)-ethyl]-2-[5-(3,4-dichloro-benzenesulfonyl)-5,6-dihydro-phenanthridin-6-yl]-acetamide). Conditions: time 8 hour. Reaction SMILES: C(C1C=CC(CC[CH:11]([CH:15]2[C:28]3[C:23](=[CH:24][CH:25]=[CH:26][CH:27]=3)[C:22]3[CH:21]=[CH:20][CH:19]=[CH:18][C:17]=3[N:16]2[S:29]([C:32]2[CH:37]=[CH:36][C:35]([Cl:38])=[C:34]([Cl:39])[CH:33]=2)(=[O:31])=[O:30])[C:12]([NH2:14])=[O:13])=CC=1)#N.C(=O)([O-])[O-].[NH4+:44].[NH4+:45].[CH2:46](O)[CH3:47]>Cl>[C:23]([C:22]1[CH:21]=[CH:20][C:19]([CH2:46][CH2:47][NH:14][C:12](=[O:13])[CH2:11][CH:15]2[C:28]3[C:23](=[CH:24][CH:25]=[CH:26][CH:27]=3)[C:22]3[CH:21]=[CH:20][CH:19]=[CH:18][C:17]=3[N:16]2[S:29]([C:32]2[CH:37]=[CH:36][C:35]([Cl:38])=[C:34]([Cl:39])[CH:33]=2)(=[O:30])=[O:31])=[CH:18][CH:17]=1)(=[NH:45])[NH2:44] |f:1.2.3|. Procedure details: A solution of N-[2-(4-cyano-phenyl)-ethyl]-2-[5-(3,4-dichloro-benzenesulfonyl)-5,6-dihydro-phenanthridin-6-yl]-acetamide (Example 7) (200 mg, 0.35 mmol) in 9M hydrogen chloride in ethanol (10 mL) was allowed to stand overnight at room temperature, then the mixture was concentrated in vacuo. The residue was dissolved in ethanol (10 mL) and ammonium carbonate (335 mg, 3.5 mmol) was added. The reaction mixture was stirred overnight at room temperature then concentrated in vacuo. The residue was pur... Isolated yield 55.0%. Run in Cl (hydrogen chloride). The reactants are CC(C)(C)[O-], CCOC(C)=O, O=P(Cl)(N(CCCl)CCCl)N(CCCl)CCCl, [K+], C1CCOC1, OCCSCCO. Yields the product O=P(OCCSCCO)(N(CCCl)CCCl)N(CCCl)CCCl. RXN SMILES: [CH3:25][C:26]([CH3:27])([O-:28])[CH3:29].[CH3:36][CH2:37][O:38][C:39](=[O:40])[CH3:41].[Cl:1][CH2:2][CH2:3][N:4]([P:5](=[O:6])([N:7]([CH2:8][CH2:9][Cl:10])[CH2:11][CH2:12][Cl:13])[Cl:14])[CH2:15][CH2:16][Cl:17].[K+:30].[O:31]1[CH2:32][CH2:33][CH2:34][CH2:35]1.[OH:18][CH2:19][CH2:20][S:21][CH2:22][CH2:23][OH:24]>>[Cl:1][CH2:2][CH2:3][N:4]([P:5](=[O:6])([N:7]([CH2:8][CH2:9][Cl:10])[CH2:11][CH2:12][Cl:13])[O:18][CH2:19][CH2:20][S:21][CH2:22][CH2:23][OH:24])[CH2:15][CH2:16][Cl:17]. The reactants are COC(=O)C1=CN(C(=C1)Br)C(C)C (5-bromo-1-isopropyl-1H-pyrrole-3-carboxylic acid methyl ester), C(#N)C=1C=CC(=C(C1)B(O)O)OC (5-cyano-2-methoxyphenylboronic acid), COC1=NC=C(C(=N1)OC)B(O)O (2,4-dimethoxypyrimidine-5-boronic acid), BrC1=CC2=C(N1C(C)C)C(N(C2=O)C2=C(C=CC(=C2)Cl)C)C2=CC=C(C=C2)Cl (2-bromo-5-(5-chloro-2-methyl-phenyl)-6-(4-chloro-phenyl)-1-isopropyl-5,6-dihydro-1H-pyrrolo[3,4-b]pyrrol-4-one). Yields the product COC(=O)C1=CN(C(=C1)C=1C(=NC(=NC1)OC)OC)C(C)C (5-(2,4-Dimethoxy-pyrimidin-5-yl)-1-isopropyl-1H-pyrrole-3-carboxylic acid methyl ester). As a reaction SMILES: [CH3:1][O:2][C:3]([C:5]1[CH:9]=[C:8](Br)[N:7]([CH:11]([CH3:13])[CH3:12])[CH:6]=1)=[O:4].[CH3:14][O:15][C:16]1[N:21]=[C:20]([O:22][CH3:23])[C:19](B(O)O)=[CH:18][N:17]=1.BrC1N(C(C)C)C2C(C3C=CC(Cl)=CC=3)N(C3C=C(Cl)C=CC=3C)C(=O)C=2C=1.C(C1C=CC(OC)=C(B(O)O)C=1)#N>>[CH3:1][O:2][C:3]([C:5]1[CH:9]=[C:8]([C:19]2[C:20]([O:22][CH3:23])=[N:21][C:16]([O:15][CH3:14])=[N:17][CH:18]=2)[N:7]([CH:11]([CH3:13])[CH3:12])[CH:6]=1)=[O:4]. Procedure: The title compound was prepared in analogy to the procedure described for Example 17 but 5-bromo-1-isopropyl-1H-pyrrole-3-carboxylic acid methyl ester (Step D4) and 2,4-dimethoxypyrimidine-5-boronic acid were used instead of 2-bromo-5-(5-chloro-2-methyl-phenyl)-6-(4-chloro-phenyl)-1-isopropyl-5,6-dihydro-1H-pyrrolo[3,4-b]pyrrol-4-one and 5-cyano-2-methoxyphenylboronic acid respectively. The title compound was obtained as a yellow solid. tR: 0.97 min (HPLC 3); ESI-MS: tR=0.97 min, [M+H]+ 306 (LC-... As a reaction SMILES: [Br:1][c:2]1[cH:3][cH:4][c:5]([N+:15]([O-:16])=[O:17])[c:6]([N:8]2[CH2:9][CH2:10][CH:11]([CH3:14])[CH2:12][CH2:13]2)[cH:7]1.[CH3:20][CH2:21][OH:22].[Cl-:18].[Fe:23].[NH4+:19].[OH2:24]>>[Br:1][c:2]1[cH:3][cH:4][c:5]([NH2:15])[c:6]([N:8]2[CH2:9][CH2:10][CH:11]([CH3:14])[CH2:12][CH2:13]2)[cH:7]1. The product is CC1CCN(c2cc(Br)ccc2N)CC1. Reactants: CC1CCN(c2cc(Br)ccc2[N+](=O)[O-])CC1, CCO, [Cl-], [Fe], [NH4+], O. Product: C1(=CC(=CC=C1)OCCCOC1=CC=C(C=C1)C[C@@H](C(=O)O)OC)C1=CC=CC=C1 ((2S)-3-{4-[3-(biphenyl-3-yloxy)-propoxy]-phenyl}-2-methoxy-propionic acid). The reactants are C(C)OC([C@H](CC1=CC=C(C=C1)OCCCBr)OC)=O ((2S)-3-[4-(3-bromo-propoxy)-phenyl]-2-methoxy-propionic acid ethyl ester), C1(=CC(=CC=C1)O)C1=CC=CC=C1 (biphenyl-3-ol), CO[C@H](C(=O)O)CC1=CC=C(C=C1)OCCCOC1=CC=CC=C1 ((2S)-2-methoxy-3-[4-(3-phenoxy-propoxy)-phenyl]-propionic acid). Reported procedure: The title compound was prepared from (2S)-3-[4-(3-bromo-propoxy)-phenyl]-2-methoxy-propionic acid ethyl ester (Example 284, Step 2) and biphenyl-3-ol via the same procedure used for the preparation of (2S)-2-methoxy-3-[4-(3-phenoxy-propoxy)-phenyl]-propionic acid (Example 285, Step 1), to produce a colorless oil. MS (ES) for C25H25O5 [M+Na]+429.4. RXN SMILES: C([O:3][C:4](=[O:20])[C@@H:5]([O:18][CH3:19])[CH2:6][C:7]1[CH:12]=[CH:11][C:10]([O:13][CH2:14][CH2:15][CH2:16]Br)=[CH:9][CH:8]=1)C.[C:21]1([C:28]2[CH:33]=[CH:32][CH:31]=[CH:30][CH:29]=2)[CH:26]=[CH:25][CH:24]=[C:23]([OH:27])[CH:22]=1.CO[C@@H](CC1C=CC(OCCCOC2C=CC=CC=2)=CC=1)C(O)=O>>[C:21]1([C:28]2[CH:29]=[CH:30][CH:31]=[CH:32][CH:33]=2)[CH:26]=[CH:25][CH:24]=[C:23]([O:27][CH2:16][CH2:15][CH2:14][O:13][C:10]2[CH:9]=[CH:8][C:7]([CH2:6][C@H:5]([O:18][CH3:19])[C:4]([OH:3])=[O:20])=[CH:12][CH:11]=2)[CH:22]=1.